This data is from the Open Reaction Database (ORD), a public repository of structured organic reaction records. The task is: describe an organic reaction: reactants, conditions, products, and yield Starting materials: [Cl-].[NH4+] (ammonium chloride), C(C)(=O)SC=1N=CN2C1SC=C2 (7-acetylthioimidazo[5,1-b]thiazole), C(C1=CC=CC=C1)Br (Benzyl bromide), C[O-].[Na+].CO (sodium methoxide methanol). The solvent is CO (methanol). Reaction conditions: time 30 minute. Yields the product C(C1=CC=CC=C1)SC=1N=CN2C1SC=C2 (7-Benzylthioimidazo[5,1-b]thiazole). RXN SMILES: [C:1]([S:4][C:5]1[N:6]=[CH:7][N:8]2[CH:12]=[CH:11][S:10][C:9]=12)(=O)[CH3:2].C[O-].[Na+].CO.C(Br)[C:19]1[CH:24]=[CH:23]C=[CH:21][CH:20]=1.[Cl-].[NH4+]>CO>[CH2:1]([S:4][C:5]1[N:6]=[CH:7][N:8]2[CH:12]=[CH:11][S:10][C:9]=12)[C:2]1[CH:23]=[CH:24][CH:19]=[CH:20][CH:21]=1 |f:1.2.3,5.6|. Reported procedure: A solution of 396 mg of 7-acetylthioimidazo[5,1-b]thiazole in 2 ml of methanol was cooled in ice. A 1.018 M sodium methoxide/methanol solution (2.16 ml) was added to the cooled solution, and the mixture was stirred for 30 min. Benzyl bromide (0.262 ml) was added thereto, and the mixture was stirred at that temperature for 2 hr. An aqueous ammonium chloride solution was added to the reaction solution, and the mixture was extracted with ethyl acetate twice. The organic layer was washed with brine ...